Dataset: the Open Reaction Database (ORD), a public repository of structured organic reaction records. Task: describe an organic reaction: reactants, conditions, products, and yield Starting materials: Cl.CN(CCCN=C=NCC)C (1-(3-dimethylaminopropyl)-3-ethylcarbodiimide, hydrochloride), BrC=1C=C(C=CC1)N1C=NC(=C1)C(=O)O (1-(3-Bromo-phenyl)-1H-imidazole-4-carboxylic acid), C(C)(=O)NN (acethydrazide), ON1N=NC2=C1N=CC=C2 (1-hydroxy-7-azabenzotriazole). The solvent is CN(C)C=O (DMF). Run at time 16 hour. Yields the product C(C)(=O)NNC(=O)C=1N=CN(C1)C1=CC(=CC=C1)Br (1-(3-Bromo-phenyl)-1H-imidazole-4-carboxylic acid N′-acetyl-hydrazide). Reaction SMILES: [Br:1][C:2]1[CH:3]=[C:4]([N:8]2[CH:12]=[C:11]([C:13]([OH:15])=O)[N:10]=[CH:9]2)[CH:5]=[CH:6][CH:7]=1.[C:16]([NH:19][NH2:20])(=[O:18])[CH3:17].ON1C2N=CC=CC=2N=N1.Cl.CN(C)CCCN=C=NCC>CN(C=O)C>[C:16]([NH:19][NH:20][C:13]([C:11]1[N:10]=[CH:9][N:8]([C:4]2[CH:5]=[CH:6][CH:7]=[C:2]([Br:1])[CH:3]=2)[CH:12]=1)=[O:15])(=[O:18])[CH3:17] |f:3.4|. Reported procedure: To a solution of 5 (0.30 g, 1.1 mmol), acethydrazide (82 mg, 1.1 mmol) diisopropylethyl amine (975 uL, 5.6 mmol), and 1-hydroxy-7-azabenzotriazole (HOAt, 177 mg, 1.3 mmol) in DMF (10 mL) was added and 1-(3-dimethylaminopropyl)-3-ethylcarbodiimide, hydrochloride (EDC HCl; 249 mg, 1.3 mmol). The mixture was stirred at room temperature for 16 h. The solvent was evaporated and the residue was extracted with hot ethyl acetate. The solvent was evaporated and crystallised from MeOH to give the title co... Reactants: C1(C=2C(C(N1CC(CCC(C)=O)=O)=O)=CC=CC2)=O (6-phthalimido-2,5-hexanedione), Cl.NCC(=O)N (glycine amide hydrochloride), C(C)(=O)[O-].[Na+] (sodium acetate). Solvent: C(C)(=O)O (acetic acid). The product is NC(=O)CN1C(=CC=C1C)CN1C(C=2C(C1=O)=CC=CC2)=O (1-(Aminocarbonyl-methyl)-2-(phthalimido-methyl)-5-methyl-pyrrole). Reaction SMILES: [C:1]1(=[O:19])[N:5]([CH2:6][C:7](=O)[CH2:8][CH2:9][C:10](=O)[CH3:11])[C:4](=[O:14])[C:3]2=[CH:15][CH:16]=[CH:17][CH:18]=[C:2]12.Cl.[NH2:21][CH2:22][C:23]([NH2:25])=[O:24].C([O-])(=O)C.[Na+]>C(O)(=O)C>[NH2:25][C:23]([CH2:22][N:21]1[C:10]([CH3:11])=[CH:9][CH:8]=[C:7]1[CH2:6][N:5]1[C:4](=[O:14])[C:3]2=[CH:15][CH:16]=[CH:17][CH:18]=[C:2]2[C:1]1=[O:19])=[O:24] |f:1.2,3.4|. Procedure details: 5.2 g (0.02 mol) of 6-phthalimido-2,5-hexanedione, 2,3 g (0.02 mol) of glycine amide hydrochloride and 1.7 g (0.02 mol) sodium acetate are stirred in 70 ml of acetic acid at 80° C. for 3 hours and the mixture is worked up as in Example 1.